Task: describe an organic reaction: reactants, conditions, products, and yield. Dataset: the Open Reaction Database (ORD), a public repository of structured organic reaction records The reactants are Cl.O1CCN(CC1)CC=1SC=C(N1)C(=O)O (2-(morpholinomethyl)thiazole-4-carboxylic acid hydrochloride), N[C@H](CN1N=C(C=C1)C1=CC(=C(C#N)C=C1)Cl)C ((S)-4-(1-(2-aminopropyl)-1H-pyrazol-3-yl)-2-chlorobenzonitrile). The product is ClC=1C=C(C=CC1C#N)C1=NN(C=C1)C[C@H](C)NC(=O)C=1N=C(SC1)CN1CCOCC1 ((S)—N-(1-(3-(3-chloro-4-cyanophenyl)-1H-pyrazol-1-yl)propan-2-yl)-2-(morpholinomethyl)thiazole-4-carboxamide). Isolated yield 68.7%. As a reaction SMILES: Cl.[O:2]1[CH2:7][CH2:6][N:5]([CH2:8][C:9]2[S:10][CH:11]=[C:12]([C:14]([OH:16])=O)[N:13]=2)[CH2:4][CH2:3]1.[NH2:17][C@@H:18]([CH3:34])[CH2:19][N:20]1[CH:24]=[CH:23][C:22]([C:25]2[CH:32]=[CH:31][C:28]([C:29]#[N:30])=[C:27]([Cl:33])[CH:26]=2)=[N:21]1>>[Cl:33][C:27]1[CH:26]=[C:25]([C:22]2[CH:23]=[CH:24][N:20]([CH2:19][C@@H:18]([NH:17][C:14]([C:12]3[N:13]=[C:9]([CH2:8][N:5]4[CH2:4][CH2:3][O:2][CH2:7][CH2:6]4)[S:10][CH:11]=3)=[O:16])[CH3:34])[N:21]=2)[CH:32]=[CH:31][C:28]=1[C:29]#[N:30] |f:0.1|. Procedure details: (S)—N-(1-(3-(3-chloro-4-cyanophenyl)-1H-pyrazol-1-yl)propan-2-yl)-2-(morpholinomethyl)thiazole-4-carboxamide was prepared using the method of Example 34(d) starting from 2-(morpholinomethyl)thiazole-4-carboxylic acid hydrochloride (260 mg, 0.982 mmol) and (S)-4-(1-(2-aminopropyl)-1H-pyrazol-3-yl)-2-chlorobenzonitrile (218 mg, 0.818 mmol). The product was purified by washing the organic phase with 1M HCl, 1M Na2CO3, brine and water. Yield 68.7%. 1H-NMR (400 MHz; DMSO-d6): δ 1.23 (d, 3H), 2.50 (t,... The reactants are S1C(=S)NC(=O)C1 (rhodanine), O=C(C=CC1=CC=C(C(=O)O)C=C1)CCC (4-(3-oxo-hexen-1-yl)benzoic acid), C(C)(=O)[O-].[NH4+] (ammonium acetate), C1(=CC=CC=C1)C (toluene). The solvent is C(C)(=O)O (acetic acid). Product: O=C1NC(SC1=C(C=CC1=CC=C(C(=O)O)C=C1)CCC)=S (4-[3-(4-oxo-2- thioxo-5-thiazolidinylidene)-1-hexen-1-yl]benzoic acid). As a reaction SMILES: [S:1]1[CH2:7][C:5](=[O:6])[NH:4][C:2]1=[S:3].O=[C:9]([CH2:21][CH2:22][CH3:23])[CH:10]=[CH:11][C:12]1[CH:20]=[CH:19][C:15]([C:16]([OH:18])=[O:17])=[CH:14][CH:13]=1.C([O-])(=O)C.[NH4+].C1(C)C=CC=CC=1>C(O)(=O)C>[O:6]=[C:5]1[C:7](=[C:9]([CH2:21][CH2:22][CH3:23])[CH:10]=[CH:11][C:12]2[CH:20]=[CH:19][C:15]([C:16]([OH:18])=[O:17])=[CH:14][CH:13]=2)[S:1][C:2](=[S:3])[NH:4]1 |f:2.3|. Procedure: A mixture of 0.73 g (0.0055 mol) of rhodanine, 1.09 g (0.005mol) of 4-(3-oxo-hexen-1-yl)benzoic acid, 0.39 g (0.005 mol) of ammonium acetate and 10 ml of toluene was heated under reflux for 5 hours. After cooling, acetic acid was added to the reaction mixture and the precipitate was recovered by filtration. The precipitate was recrystallized from chloroform-methanol to give 0.10 g of the isomer A of the desired 4-[3-(4-oxo-2- thioxo-5-thiazolidinylidene)-1-hexen-1-yl]benzoic acid. To the filtrat... The reactants are O=C([O-])[O-], CC(=O)[O-], CC(=O)[O-], C#CC(C)(C)COCc1ccccc1, CC#N, [Cu]I, [K+], [K+], Nc1cc(Br)c(NCC(O)COCc2ccccc2)cc1F, [Pd+2]. Yields the product CC(C)(C#Cc1cc(N)c(F)cc1NCC(O)COCc1ccccc1)COCc1ccccc1. As a reaction SMILES: [C:1](=[O:2])([O-:3])[O-:4].[C:46]([O-:47])(=[O:48])[CH3:49].[C:51]([O-:52])(=[O:53])[CH3:54].[CH2:7]([c:8]1[cH:9][cH:10][cH:11][cH:12][cH:13]1)[O:14][CH2:15][C:16]([C:17]#[CH:18])([CH3:19])[CH3:20].[CH3:43][C:44]#[N:45].[Cu:55][I:56].[K+:5].[K+:6].[NH2:21][c:22]1[cH:23][c:24]([Br:42])[c:25]([NH:29][CH2:30][CH:31]([CH2:32][O:33][CH2:34][c:35]2[cH:36][cH:37][cH:38][cH:39][cH:40]2)[OH:41])[cH:26][c:27]1[F:28].[Pd+2:50]>>[CH2:7]([c:8]1[cH:9][cH:10][cH:11][cH:12][cH:13]1)[O:14][CH2:15][C:16]([C:17]#[C:18][c:24]1[cH:23][c:22]([NH2:21])[c:27]([F:28])[cH:26][c:25]1[NH:29][CH2:30][CH:31]([CH2:32][O:33][CH2:34][c:35]1[cH:36][cH:37][cH:38][cH:39][cH:40]1)[OH:41])([CH3:19])[CH3:20]. Product: CC1=C(C=CC=2C(OCC21)=O)C(C(=O)O)C (2-(4-methyl-1-oxo-1,3-dihydro-2-benzofuran-5-yl)propanoic acid). Reaction conditions: time 1 hour. Reported procedure: To a solution of 1,1-dimethylethyl-2-(4-methyl-1-oxo-1,3-dihydro-2-benzofuran-5-yl)propanoate (400 mg, 1.4 mmol) in 10 mL of anhydrous DCM was added TFA (2.5 mL) dropwise at r.t. Then the mixture was stirred for 1 hour. The solvent was removed under vacuum to give the crude 2-(4-methyl-1-oxo-1,3-dihydro-2-benzofuran-5-yl)propanoic acid, which was used for next step without purification. Reaction SMILES: C[C:2]([C:5]([C:10]1[CH:19]=[CH:18][C:13]2[C:14](=[O:17])[O:15][CH2:16][C:12]=2[C:11]=1[CH3:20])(C)[C:6]([O-:8])=[O:7])(C)C.C(O)(C(F)(F)F)=O>C(Cl)Cl>[CH3:20][C:11]1[C:12]2[CH2:16][O:15][C:14](=[O:17])[C:13]=2[CH:18]=[CH:19][C:10]=1[CH:5]([CH3:2])[C:6]([OH:8])=[O:7]. The solvent is C(Cl)Cl (DCM). The reactants are CC(C)(C)C(C(=O)[O-])(C)C1=C(C2=C(C(OC2)=O)C=C1)C (1,1-dimethylethyl-2-(4-methyl-1-oxo-1,3-dihydro-2-benzofuran-5-yl)propanoate), C(=O)(C(F)(F)F)O (TFA). Run in CO (methanol). Isolated yield 609.2%. Reported procedure: To a solution of 7-nitro-2-benzyloxy-2,3-dihydro-1H-isoindol-1-one (Compound 186B, 2.3 g, 1.2 mmol) in methanol (30 mL) in a Parr hydrogenation flask was added 200 mg of 5% Pd/C. The mixture was hydrogenated under 40 psi hydrogen pressure at room temperature overnight. The reaction mixture was filtered through a glass filter paper and the filtrate was concentrated to afford 1.2 g of the pure product (90%). 1H NMR (CDCl3, 600 MHz): δ=4.57 (s, 2 H), 5.04 (br, 2 H), 6.57 (d, J=7.8 Hz, 1 H) 6.65 (d,... The reagents and catalysts are [Pd] (Pd/C). Yields the product NC=1C=CC=C2CN(C(C12)=O)O (7-Amino-2-hydroxy-2,3-dihydro-1H-isoindol-1-one). The reactants are [N+](=O)([O-])C=1C=CC=C2CN(C(C12)=O)OCC1=CC=CC=C1 (7-nitro-2-benzyloxy-2,3-dihydro-1H-isoindol-1-one), [N+](=O)([O-])C=1C=CC=C2CN(C(C12)=O)OCC1=CC=CC=C1 (7-nitro-2-benzyloxy-2,3-dihydro-1H-isoindol-1-one), [H][H] (hydrogen). Reaction SMILES: [N+:1]([C:4]1[CH:5]=[CH:6][CH:7]=[C:8]2[C:12]=1[C:11](=[O:13])[N:10]([O:14]CC1C=CC=CC=1)[CH2:9]2)([O-])=O.[H][H]>CO.[Pd]>[NH2:1][C:4]1[CH:5]=[CH:6][CH:7]=[C:8]2[C:12]=1[C:11](=[O:13])[N:10]([OH:14])[CH2:9]2.